Task: describe an organic reaction: reactants, conditions, products, and yield. Dataset: the Open Reaction Database (ORD), a public repository of structured organic reaction records Reactants: [H-].[Al+3].[Li+].[H-].[H-].[H-] (lithium aluminium hydride), [OH-].[Na+] (NaOH), CN(C(SC1=C(C(=CC=C1)OC)O)=S)C (2-hydroxy-3-methoxyphenyl dimethyldithiocarbamate), compound. The solvent is C1CCOC1 (THF). Run at time 3 hour. The product is SC1=C(C(=CC=C1)OC)O (2-mercapto-6-methoxyphenol). Isolated yield 80.0%. Reaction SMILES: [H-].[Al+3].[Li+].[H-].[H-].[H-].CN(C)C(=S)[S:10][C:11]1[CH:16]=[CH:15][CH:14]=[C:13]([O:17][CH3:18])[C:12]=1[OH:19].[OH-].[Na+]>C1COCC1>[SH:10][C:11]1[CH:16]=[CH:15][CH:14]=[C:13]([O:17][CH3:18])[C:12]=1[OH:19] |f:0.1.2.3.4.5,7.8|. Procedure details: With cooling with ice, lithium aluminium hydride (11.9 g, 288 mmol) was added to a THF (300 mL) solution of the compound (46.65 g, 192 mmol) synthesized in the above (3). After stirred at room temperature for 3 hours, 4 N NaOH was added, and filtered. The filtrate was concentrated and distilled under reduced pressure to obtain the intended compound (24.11 g, 80%) as a pale yellow oil. Reactants: Cl.C(CC)(=O)N (propionamide hydrochloride), COC(C(=C[O-])C(=O)OC)OC.[Na+] (sodium 2-(dimethoxymethyl)-3-methoxy-3-oxoprop-1-en-1-olate), CN(C=O)C (dimethylformamide). Run at temperature 100 celsius. The product is C(C)C1=NC=C(C=N1)C(=O)OC (methyl 2-ethylpyrimidine-5-carboxylate). Reaction SMILES: Cl.[C:2]([NH2:6])(=O)[CH2:3][CH3:4].[CH3:7][O:8][CH:9]([O:17]C)[C:10]([C:13](OC)=O)=[CH:11][O-].[Na+].C[N:21](C)C=O>>[CH2:3]([C:2]1[N:6]=[CH:13][C:10]([C:9]([O:8][CH3:7])=[O:17])=[CH:11][N:21]=1)[CH3:4] |f:0.1,2.3|. Reported procedure: N-(4-chlorophenyl)-N-{(2S,4R)-1-[(2-ethylpyrimidin-5-yl)carbonyl]-2-methyl-1,2,3,4-tetrahydroquinolin-4-yl}acetamide was prepared following general procedure H, substituting 2-ethylpyrimidine-5-carbonyl chloride for 6-trifluoromethyl nicotinyl chloride. (2-ethylpyrimidine-5-carbonyl chloride was prepared in four steps. To a solution of 3,3-dimethoxypropionate in ethylene glycol dimethyl ether was added sodium hydride at 0° C., then methyl formate. The reaction mixture was warmed up to 50° C. for... Starting materials: [Si](C)(C)(C(C)(C)C)Cl (t-butyldimethylsilylchloride), N1=CC=CC=C1 (pyridine), FC1=C(C(=CC=C1)F)C1=C(C=CC=C1)CBr (2,6-difluorophenyl-α-bromotoluene), hydroxymethyl, FC1=C(C(=CC=C1)F)C1=C(C=CC=C1)CBr (2,6-difluorophenyl-α-bromotoluene), C(C(C)C)(=O)O (isobutyric acid), Cl (HCl), [O-][Mn](=O)(=O)=O.[K+] (KMnO4), 2,6-F2-BzCl, [N+](CCCC)(CCCC)(CCCC)CCCC.[F-] (Bu4NF). The solvent is C1CCOC1 (THF). Yields the product FC1=C(CN2C(=NC3=C2C=CC=C3C)CO)C(=CC=C1)F (1-(2,6-difluorobenzyl)-2-hydroxymethyl-4-methylbenzimidazole). As a reaction SMILES: C(O)(=[O:5])C(C)C.Cl.[F:8][C:9]1[CH:14]=[CH:13][CH:12]=[C:11]([F:15])[C:10]=1[C:16]1C=CC=CC=1CBr.[Si](Cl)(C(C)(C)C)(C)C.[N+:32]([CH2:45][CH2:46]CC)([CH2:41][CH2:42][CH2:43][CH3:44])(CCCC)CCCC.[F-].[O-][Mn](=O)(=O)=O.[K+].[N:56]1C=C[CH:59]=[CH:58][CH:57]=1>C1COCC1>[F:15][C:11]1[CH:12]=[CH:13][CH:14]=[C:9]([F:8])[C:10]=1[CH2:16][N:32]1[C:41]2[CH:42]=[CH:43][CH:44]=[C:58]([CH3:59])[C:57]=2[N:56]=[C:45]1[CH2:46][OH:5] |f:4.5,6.7|. Procedure details: FIG. 4 provides a schematic of substituted N-2(2,6-difluorobenzyl)-benzimidazoles. In this Figure, “a” comprises glycolic or isobutyric acid, 4 N HCl, reflux; “b” comprises 2,6-F2-BzCl (7) or 2,6-F2BnBr (25); “c” comprises t-butyldimethylsilylchloride (tBDMSCl), pyridine; “d” comprises Bu4NF, THF; “e” comprises KMnO4; and “f” comprises CrO3. As shown in FIG. 4, the hydroxymethyl intermediate was protected with t-butyldimethylsilyl (TBDMS), and subsequently N-alkylated with 2,6-difluorophenyl-α-b... Starting materials: bis triphenylphosphine palladiumdichloride, C1(=CC=CC=C1)P(C1=CC=CC=C1)C1=CC=CC=C1 (triphenylphosphine), NC=1SC(=C(N1)C1=CC=CC=C1)C1=NC(=NC=C1)NC1=CC(=CC=C1)I (N-[4-(2-amino-4-phenyl-thiazol-5-yl)-pyrimidin-2-yl]-N-(3-iodo-phenyl)-amine), CC(C)(C#C)O (2-methyl-3-butyn-2-ol). Reagents/catalysts: [Cu](I)I (copper iodide). Solvent: CN(C=O)C (dimethylformamide), C(C)(C)NC(C)C (diisopropylamine). Yields the product NC=1SC(=C(N1)C1=CC=CC=C1)C1=NC(=NC=C1)NC1=CC(=CC=C1)C#CC(C)(C)O (N-[4-(2-amino-4-phenyl-thiazol-5-yl)-pyrimidin-2-yl]-N-[3-(3-hydroxy-3-methyl-1-butynyl)-phenyl]-amine). As a reaction SMILES: [NH2:1][C:2]1[S:3][C:4]([C:13]2[CH:18]=[CH:17][N:16]=[C:15]([NH:19][C:20]3[CH:25]=[CH:24][CH:23]=[C:22](I)[CH:21]=3)[N:14]=2)=[C:5]([C:7]2[CH:12]=[CH:11][CH:10]=[CH:9][CH:8]=2)[N:6]=1.[CH3:27][C:28]([OH:32])([C:30]#[CH:31])[CH3:29].C1(P(C2C=CC=CC=2)C2C=CC=CC=2)C=CC=CC=1>CN(C)C=O.C(NC(C)C)(C)C.[Cu](I)I>[NH2:1][C:2]1[S:3][C:4]([C:13]2[CH:18]=[CH:17][N:16]=[C:15]([NH:19][C:20]3[CH:25]=[CH:24][CH:23]=[C:22]([C:31]#[C:30][C:28]([OH:32])([CH3:29])[CH3:27])[CH:21]=3)[N:14]=2)=[C:5]([C:7]2[CH:12]=[CH:11][CH:10]=[CH:9][CH:8]=2)[N:6]=1. Procedure: A suspension of N-[4-(2-amino-4-phenyl-thiazol-5-yl)-pyrimidin-2-yl]-N-(3-iodo-phenyl)-amine (300 mg, 0.64 mmol) and 2-methyl-3-butyn-2-ol (110 mg, 1.3 mmol) in dimethylformamide (20 ml) and diisopropylamine (5 ml) are stirred in the presence of bis triphenylphosphine palladiumdichloride (20 mg), triphenylphosphine (20 mg) and copper iodide under a nitrogen atmosphere for 16 hours. After an aqueous work-up the residue is purified by chromatography (eluent: 1:2 mixture of ethyl acetate/hexane) to... Starting materials: FC1=CC(=C(C=C1)NC=1C2=C(N=CN1)SC(=C2C)C(=O)OC)O (Methyl 4-(4-fluoro-2-hydroxyphenylamino)-5-methyl-thieno[2,3-d]pyrimidine-6-carboxylate), [OH-].[Na+] (sodium hydroxide), Cl (hydrochloric acid). Run in CO (methanol), C1CCOC1 (THF). The product is FC1=CC(=C(C=C1)NC=1C2=C(N=CN1)SC(=C2C)C(=O)O)O (4-(4-Fluoro-2-hydroxy-phenylamino)-5-methyl-thieno[2,3-d]pyrimidine-6-carboxylic acid). RXN SMILES: [F:1][C:2]1[CH:7]=[CH:6][C:5]([NH:8][C:9]2[C:10]3[C:17]([CH3:18])=[C:16]([C:19]([O:21]C)=[O:20])[S:15][C:11]=3[N:12]=[CH:13][N:14]=2)=[C:4]([OH:23])[CH:3]=1.[OH-].[Na+].Cl>CO.C1COCC1>[F:1][C:2]1[CH:7]=[CH:6][C:5]([NH:8][C:9]2[C:10]3[C:17]([CH3:18])=[C:16]([C:19]([OH:21])=[O:20])[S:15][C:11]=3[N:12]=[CH:13][N:14]=2)=[C:4]([OH:23])[CH:3]=1 |f:1.2|. Procedure: Intermediate III (333 mg), sodium hydroxide solution 1M (5 ml) in 10 ml methanol and 10 ml THF were stirred at rt overnight. Then the mixture was acidified with hydrochloric acid and filtrated.